Dataset: the Open Reaction Database (ORD), a public repository of structured organic reaction records. Task: describe an organic reaction: reactants, conditions, products, and yield The reactants are CC(=O)NC1CCCN(c2c(F)cc3c(=O)c(C(=O)O)cn(C4CC4)c3c2F)C1, C[O-], CN(C)C=O, [Na+]. The product is COc1c(N2CCCC(NC(C)=O)C2)c(F)cc2c(=O)c(C(=O)O)cn(C3CC3)c12. RXN SMILES: [C:1]([CH3:2])(=[O:3])[NH:4][CH:5]1[CH2:6][N:7]([c:11]2[c:12]([F:29])[cH:13][c:14]3[c:15](=[O:28])[c:16]([C:25](=[O:26])[OH:27])[cH:17][n:18]([CH:22]4[CH2:23][CH2:24]4)[c:19]3[c:20]2[F:21])[CH2:8][CH2:9][CH2:10]1.[CH3:30][O-:31].[CH3:33][N:34]([CH3:35])[CH:36]=[O:37].[Na+:32]>>[C:1]([CH3:2])(=[O:3])[NH:4][CH:5]1[CH2:6][N:7]([c:11]2[c:12]([F:29])[cH:13][c:14]3[c:15](=[O:28])[c:16]([C:25](=[O:26])[OH:27])[cH:17][n:18]([CH:22]4[CH2:23][CH2:24]4)[c:19]3[c:20]2[O:31][CH3:30])[CH2:8][CH2:9][CH2:10]1. Reactants: [N+](=O)(O)[O-] (nitric acid), ethanolic solution, CC(C)[C@@H](CC=1C=CC(=C(C1)OCCCOC)OC)C[C@@H]([C@H](C[C@@H](C(C)C)C(=O)NCC(C)(C)C(=O)N)O)N (aliskiren). Product: CC(C)[C@@H](CC=1C=CC(=C(C1)OCCCOC)OC)C[C@@H]([C@H](C[C@@H](C(C)C)C(=O)NCC(C)(C)C(=O)N)O)N.[N+](=O)([O-])[O-] (Aliskiren Nitrate). Reaction SMILES: [N+:1]([O-:4])([OH:3])=[O:2].[CH3:5][CH:6]([C@H:8]([CH2:24][C@H:25]([NH2:43])[C@@H:26]([OH:42])[CH2:27][C@H:28]([C:32]([NH:34][CH2:35][C:36]([C:39]([NH2:41])=[O:40])([CH3:38])[CH3:37])=[O:33])[CH:29]([CH3:31])[CH3:30])[CH2:9][C:10]1[CH:11]=[CH:12][C:13]([O:22][CH3:23])=[C:14]([O:16][CH2:17][CH2:18][CH2:19][O:20][CH3:21])[CH:15]=1)[CH3:7]>>[CH3:7][CH:6]([C@H:8]([CH2:24][C@H:25]([NH2:43])[C@@H:26]([OH:42])[CH2:27][C@H:28]([C:32]([NH:34][CH2:35][C:36]([C:39]([NH2:41])=[O:40])([CH3:37])[CH3:38])=[O:33])[CH:29]([CH3:30])[CH3:31])[CH2:9][C:10]1[CH:11]=[CH:12][C:13]([O:22][CH3:23])=[C:14]([O:16][CH2:17][CH2:18][CH2:19][O:20][CH3:21])[CH:15]=1)[CH3:5].[N+:1]([O-:4])([O-:3])=[O:2] |f:2.3|. Procedure details: An ethanolic solution of nitric acid (0.1 M solution, 6 ml, 0.6 mmol) was added to a stirred 0.1M ethanolic solution of aliskiren base (AKN) (6 ml, 0.6 mmol), and the solution was stirred for an hour at room temperature. Ethanol was evaporated under vacuum at 40° C. to dryness. The solid was suspended in 1 ml of isopropanol. After an hour the suspension became unstirrable and 1 ml of isopropanol was added. The suspension was stirred at room temperature overnight. The solid was filtered and dried... Procedure details: 18.8 g (0.6 mol) of diethyl phenylphosphonite and 64.9 g (0.6 mol) of p-cresol were mixed and heated at 300 to 500 mbar to 130° C. Ethanol distilled off via a small column. The temperature was increased to 165° C. stepwise, and the vacuum was simultaneously increased to 100 mbar. In total, 21 g (0.458 mol) of ethanol distilled off. The reaction mixture was then distilled. After a first fraction which contained the unreacted starting materials, 107 g were obtained having a boiling point of 118° t... Isolated yield 90.0%. Reaction SMILES: [C:1]1([P:7]([O:11][CH2:12][CH3:13])[O:8][CH2:9][CH3:10])[CH:6]=[CH:5][CH:4]=[CH:3][CH:2]=1.[CH:14]1C(O)=C[CH:17]=[C:16]([CH3:21])[CH:15]=1.C(O)C>>[C:1]1([P:7]([O:11][C:12]2[CH:14]=[CH:15][C:16]([CH3:21])=[CH:17][CH:13]=2)[O:8][CH2:9][CH3:10])[CH:6]=[CH:5][CH:4]=[CH:3][CH:2]=1. Yields the product C1(=CC=CC=C1)P(OCC)OC1=CC=C(C=C1)C (monoethyl mono-4-methylphenyl phenylphosphonite). Reactants: C1(=CC=CC=C1)P(OCC)OCC (diethyl phenylphosphonite), C1=CC(=CC=C1O)C (p-cresol), C(C)O (ethanol). Conditions: temperature 130 celsius. Starting materials: N1([C@@H](C(=O)N(CC(=O)OC(C)(C)C)CCCC(=O)OCC)CCCC1)C(=O)OCC1=CC=CC=C1 (Cbz-D-hPro-N(CH2CH2CH2COOEt)Gly-O-t-Bu), [Li+].[OH-] (LiOH), C(C1=CC=CC=C1)O (benzyl alcohol), CN(C)C1=NC=CC=C1 (dimethylaminopyridine), C1(CCCCC1)N=C=NC1CCCCC1 (dicyclohexylcarbodiimide). Run in ClCCl (dichloromethane), O1CCOCC1 (dioxane), O (H2O). Conditions: time 2 hour. Yields the product N1([C@@H](C(=O)N(CC(=O)OC(C)(C)C)CCCC(=O)OCC2=CC=CC=C2)CCCC1)C(=O)OCC1=CC=CC=C1 (Cbz-D-hPro-N(CH2CH2CH2COOBn)-Gly-O-t-Bu). Isolated yield 73.6%. Reaction SMILES: [N:1]1([C:26]([O:28][CH2:29][C:30]2[CH:35]=[CH:34][CH:33]=[CH:32][CH:31]=2)=[O:27])[CH2:25][CH2:24][CH2:23][CH2:22][C@@H:2]1[C:3]([N:5]([CH2:14][CH2:15][CH2:16][C:17]([O:19][CH2:20][CH3:21])=[O:18])[CH2:6][C:7]([O:9][C:10]([CH3:13])([CH3:12])[CH3:11])=[O:8])=[O:4].[Li+].[OH-].C(O)[C:39]1[CH:44]=[CH:43]C=[CH:41][CH:40]=1.CN(C1C=CC=CN=1)C.C1(N=C=NC2CCCCC2)CCCCC1>O1CCOCC1.O.ClCCl>[N:1]1([C:26]([O:28][CH2:29][C:30]2[CH:31]=[CH:32][CH:33]=[CH:34][CH:35]=2)=[O:27])[CH2:25][CH2:24][CH2:23][CH2:22][C@@H:2]1[C:3]([N:5]([CH2:14][CH2:15][CH2:16][C:17]([O:19][CH2:20][C:21]1[CH:43]=[CH:44][CH:39]=[CH:40][CH:41]=1)=[O:18])[CH2:6][C:7]([O:9][C:10]([CH3:11])([CH3:12])[CH3:13])=[O:8])=[O:4] |f:1.2|. Procedure details: To a solution of Cbz-D-hPro-N(CH2CH2CH2COOEt)Gly-O-t-Bu (7.4 g, 15 mmol) in dioxane (200 mL) was added a solution of LiOH (0.8 g, 19 mmol) in H2O (100 mL). The mixture was allowed to stir for 2 hours at room temperature and was then concentrated to a volume of 10 mL. The residue was diluted to 100 mL with H2O and washed with diethyl ether. The aqueous layer was acidified to pH 3 with 5N HCl and then was extracted twice with ethyl acetate (50 mL). The organic layer was dried (MgSO4) and concentra... Starting materials: COC(=O)C(COCc1ccccc1)NC(=O)OC(C)(C)C, CC(C)C[AlH]CC(C)C, Cc1ccccc1, Cl. Yields the product CC(C)(C)OC(=O)NC(C=O)COCc1ccccc1. RXN SMILES: [CH3:1][O:2][C:3]([CH:4]([NH:5][C:6](=[O:7])[O:8][C:9]([CH3:10])([CH3:11])[CH3:12])[CH2:13][O:14][CH2:15][c:16]1[cH:17][cH:18][cH:19][cH:20][cH:21]1)=[O:22].[CH3:23][CH:24]([CH2:25][AlH:26][CH2:27][CH:28]([CH3:29])[CH3:30])[CH3:31].[CH3:33][c:34]1[cH:35][cH:36][cH:37][cH:38][cH:39]1.[ClH:32]>>[O:2]=[CH:3][CH:4]([NH:5][C:6](=[O:7])[O:8][C:9]([CH3:10])([CH3:11])[CH3:12])[CH2:13][O:14][CH2:15][c:16]1[cH:17][cH:18][cH:19][cH:20][cH:21]1. Starting materials: BrCc1ccccc1, COC(=O)C(NC(c1ccccc1)(c1ccccc1)c1ccccc1)C(C)O, O=C([O-])[O-], CCOCC, [H-], N#N, [Na+], [Na+], [Na+], CN(C)C=O. Yields the product COC(=O)C(NC(c1ccccc1)(c1ccccc1)c1ccccc1)C(C)OCc1ccccc1. Reaction SMILES: [Br:5][CH2:6][c:7]1[cH:8][cH:9][cH:10][cH:11][cH:12]1.[C:13]([c:14]1[cH:15][cH:16][cH:17][cH:18][cH:19]1)([c:20]1[cH:21][cH:22][cH:23][cH:24][cH:25]1)([c:26]1[cH:27][cH:28][cH:29][cH:30][cH:31]1)[NH:32][CH:33]([CH:34]([OH:35])[CH3:36])[C:37](=[O:38])[O:39][CH3:40].[C:41](=[O:42])([O-:43])[O-:44].[CH3:52][CH2:53][O:54][CH2:55][CH3:56].[H-:3].[N:1]#[N:2].[Na+:45].[Na+:46].[Na+:4].[O:47]=[CH:48][N:49]([CH3:50])[CH3:51]>>[CH2:6]([c:7]1[cH:8][cH:9][cH:10][cH:11][cH:12]1)[O:35][CH:34]([CH:33]([NH:32][C:13]([c:14]1[cH:15][cH:16][cH:17][cH:18][cH:19]1)([c:20]1[cH:21][cH:22][cH:23][cH:24][cH:25]1)[c:26]1[cH:27][cH:28][cH:29][cH:30][cH:31]1)[C:37](=[O:38])[O:39][CH3:40])[CH3:36]. Product: NC(=O)COc1cccc(-c2ccc(CNc3nc4c(N)ncnc4n3C3OC(CO)C(O)C3O)cc2)c1. RXN SMILES: [CH3:1][O:2][C:3](=[O:4])[CH2:5][O:6][c:7]1[cH:8][c:9](-[c:13]2[cH:14][cH:15][c:16]([CH2:19][NH:20][c:21]3[n:22]([CH:23]4[CH:24]([OH:25])[CH:26]([OH:27])[CH:28]([CH2:29][OH:30])[O:31]4)[c:32]4[n:33][cH:34][n:35][c:36]([NH2:39])[c:37]4[n:38]3)[cH:17][cH:18]2)[cH:10][cH:11][cH:12]1.[CH3:40][OH:41].[NH3:42]>>[O:2]=[C:3]([CH2:5][O:6][c:7]1[cH:8][c:9](-[c:13]2[cH:14][cH:15][c:16]([CH2:19][NH:20][c:21]3[n:22]([CH:23]4[CH:24]([OH:25])[CH:26]([OH:27])[CH:28]([CH2:29][OH:30])[O:31]4)[c:32]4[n:33][cH:34][n:35][c:36]([NH2:39])[c:37]4[n:38]3)[cH:17][cH:18]2)[cH:10][cH:11][cH:12]1)[NH2:42]. The reactants are COC(=O)COc1cccc(-c2ccc(CNc3nc4c(N)ncnc4n3C3OC(CO)C(O)C3O)cc2)c1, CO, N. Reactants: C(C)(C)(C)OC(=O)N1CCC(CC1)C1=C(OC=C1)COS(=O)(=O)C1=CC=C(C=C1)C (4-[2-(Toluene-4-sulfonyloxymethyl)furan-3-yl]piperidine-1-carboxylic acid t-butyl ester), C(=O)(C(F)(F)F)O (TFA), C([O-])([O-])=O.[K+].[K+] (potassium carbonate), C1(=CC=CC=C1)O (phenol). The solvent is CC#N (MeCN). Conditions: temperature 50 celsius, time 8 hour. The product is O(C1=CC=CC=C1)CC=1OC=CC1C1CCNCC1 (4-(2-Phenoxymethylfuran-3-yl)piperidine), C(=O)(C(F)(F)F)O (TFA). The yield is 8.2%. Reaction SMILES: C(OC([N:8]1[CH2:13][CH2:12][CH:11]([C:14]2[CH:18]=[CH:17][O:16][C:15]=2[CH2:19][O:20]S(C2C=CC(C)=CC=2)(=O)=O)[CH2:10][CH2:9]1)=O)(C)(C)C.C(=O)([O-])[O-].[K+].[K+].[C:37]1(O)[CH:42]=[CH:41][CH:40]=[CH:39][CH:38]=1.[C:44]([OH:50])([C:46]([F:49])([F:48])[F:47])=[O:45]>CC#N>[O:20]([CH2:19][C:15]1[O:16][CH:17]=[CH:18][C:14]=1[CH:11]1[CH2:10][CH2:9][NH:8][CH2:13][CH2:12]1)[C:37]1[CH:42]=[CH:41][CH:40]=[CH:39][CH:38]=1.[C:44]([OH:50])([C:46]([F:49])([F:48])[F:47])=[O:45] |f:1.2.3|. Procedure: 4-[2-(Toluene-4-sulfonyloxymethyl)furan-3-yl]piperidine-1-carboxylic acid t-butyl ester (65 mg, 0.15 mmol, 1.0 eq.) was dissolved in MeCN (770 μL) and added to a mixture of potassium carbonate (32 mg, 230 mmol, 1.6 eq.) and phenol (21.1 mg, 224 μmol, 1.5 eq.). The resulting mixture was shaken at 50° C. overnight. The mixture was then cooled and the solids removed. The supernatant was combined with TFA (12 μL, 160 mmol, 1.0 eq.) and the resulting mixture was shaken overnight at room temperature. ...